Task: describe an organic reaction: reactants, conditions, products, and yield. Dataset: the Open Reaction Database (ORD), a public repository of structured organic reaction records Reactants: CCO, O=[N+]([O-])c1ccc(OCCCN2CCC(F)C2)cc1, NN, O. Yields the product Nc1ccc(OCCCN2CCC(F)C2)cc1. RXN SMILES: [CH3:23][CH2:24][OH:25].[F:1][CH:2]1[CH2:3][N:4]([CH2:7][CH2:8][CH2:9][O:10][c:11]2[cH:12][cH:13][c:14]([N+:17]([O-:18])=[O:19])[cH:15][cH:16]2)[CH2:5][CH2:6]1.[NH2:21][NH2:22].[OH2:20]>>[F:1][CH:2]1[CH2:3][N:4]([CH2:7][CH2:8][CH2:9][O:10][c:11]2[cH:12][cH:13][c:14]([NH2:17])[cH:15][cH:16]2)[CH2:5][CH2:6]1. Reactants: C=CC(=O)OCC(CC)CCCC, CC(C)(C)CC(C)(C)N, CC(=O)O, COc1ccc(I)cc1. The product is CCCCC(CC)COC(=O)C=Cc1ccc(OC)cc1. RXN SMILES: [C:10]([CH:11]=[CH2:12])(=[O:13])[O:14][CH2:15][CH:16]([CH2:17][CH2:18][CH2:19][CH3:20])[CH2:21][CH3:22].[CH3:23][C:24]([NH2:25])([CH3:26])[CH2:27][C:28]([CH3:29])([CH3:30])[CH3:31].[CH3:32][C:33](=[O:34])[OH:35].[I:1][c:2]1[cH:3][cH:4][c:5]([O:8][CH3:9])[cH:6][cH:7]1>>[c:2]1([CH:12]=[CH:11][C:10](=[O:13])[O:14][CH2:15][CH:16]([CH2:17][CH2:18][CH2:19][CH3:20])[CH2:21][CH3:22])[cH:3][cH:4][c:5]([O:8][CH3:9])[cH:6][cH:7]1. Starting materials: NC=1N=C(C2=C(N1)N(C=C2CC)[C@H]2[C@H](O)[C@H](O)[C@H](O2)CO)Cl (2-Amino-4-chloro-5-ethyl-7-(β-D-ribofuranosyl)-7H-pyrrolo[2,3-d]pyrimidine), [OH-].[Na+] (NaOH), Cl (HCl). Product: NC=1NC(C2=C(N1)N(C=C2CC)[C@H]2[C@H](O)[C@H](O)[C@H](O2)CO)=O (2-Amino-5-ethyl-7-(β-D-ribofuranosyl)-7H-pyrrolo[2,3-d]pyrimidin-4(3H)-one). As a reaction SMILES: [NH2:1][C:2]1[N:3]=[C:4](Cl)[C:5]2[C:10]([CH2:11][CH3:12])=[CH:9][N:8]([C@@H:13]3[O:19][C@H:18]([CH2:20][OH:21])[C@@H:16]([OH:17])[C@H:14]3[OH:15])[C:6]=2[N:7]=1.Cl.[OH-:24].[Na+]>>[NH2:1][C:2]1[NH:3][C:4](=[O:24])[C:5]2[C:10]([CH2:11][CH3:12])=[CH:9][N:8]([C@@H:13]3[O:19][C@H:18]([CH2:20][OH:21])[C@@H:16]([OH:17])[C@H:14]3[OH:15])[C:6]=2[N:7]=1 |f:2.3|. Reported procedure: A mixture of the compound from Step B (104 mg, 0.32 mmol) in 2N aqueous NaOH (10 mL) was stirred at reflux temperature for 15 min. The solution was cooled in ice bath, neutralized with 2 N aqueous HCl, and evaporated to dryness. The residue was suspended in MeOH, mixed with silica gel, and evaporated. The solid residue was placed onto a silica gel column (packed in a solvent mixture of CH2Cl2/MeOH: 10/1) which was eluted with a solvent system of CH2Cl2/MeOH: 10/1 and 5/1. The fractions containin... Starting materials: C(C1=CC=CC=C1)OC1=CC=C(C=C1)CC(C(=O)OCC)NC1=CC=CC=C1 (ethyl 3-(4-benzyloxyphenyl)-2-(phenylamino)propionate), C(C)O (ethanol). Reaction SMILES: C([O:8][C:9]1[CH:14]=[CH:13][C:12]([CH2:15][CH:16]([NH:22][C:23]2[CH:28]=[CH:27][CH:26]=[CH:25][CH:24]=2)[C:17]([O:19][CH2:20][CH3:21])=[O:18])=[CH:11][CH:10]=1)C1C=CC=CC=1.C(O)C>[C].[Pd].O1CCCC1>[OH:8][C:9]1[CH:10]=[CH:11][C:12]([CH2:15][CH:16]([NH:22][C:23]2[CH:24]=[CH:25][CH:26]=[CH:27][CH:28]=2)[C:17]([O:19][CH2:20][CH3:21])=[O:18])=[CH:13][CH:14]=1 |f:2.3|. Reaction conditions: temperature 50 celsius, time 6 hour. Procedure details: 0.80 g of 5% palladium-carbon was added to a mixture of 3.94 g of ethyl 3-(4-benzyloxyphenyl)-2-(phenylamino)propionate obtained in Reference example 5(a), 40 ml of ethanol and 20 ml of tetrahydrofuran, and the mixture was stirred at 50° C. under hydrogen at normal pressure for 6 hours. The catalyst was removed by filtration from the reaction mixture, and the solvent was evaporated. The residue was subjected to silica gel column chromatography (ethyl acetate:hexane=1:2) to obtain 2.95 g of the d... Isolated yield 98.5%. Reagents/catalysts: [C].[Pd] (palladium-carbon). The product is OC1=CC=C(C=C1)CC(C(=O)OCC)NC1=CC=CC=C1 (Ethyl 3-(4-hydroxyphenyl)-2-(phenylamino)propionate). Run in O1CCCC1 (tetrahydrofuran). Starting materials: COc1ccc(CCOc2cccc3[nH]c(C(=O)O)cc23)cn1, CC1CN(CCC2(O)CCC(N)CC2)CCC1O. The product is COc1ccc(CCOc2cccc3[nH]c(C(=O)NC4CCC(O)(CCN5CCC(O)C(C)C5)CC4)cc23)cn1. Reaction SMILES: [CH3:1][O:2][c:3]1[cH:4][cH:5][c:6]([CH2:9][CH2:10][O:11][c:12]2[c:13]3[cH:14][c:15]([C:21](=[O:22])[OH:23])[nH:16][c:17]3[cH:18][cH:19][cH:20]2)[cH:7][n:8]1.[NH2:24][CH:25]1[CH2:26][CH2:27][C:28]([OH:31])([CH2:32][CH2:33][N:34]2[CH2:35][CH:36]([CH3:41])[CH:37]([OH:40])[CH2:38][CH2:39]2)[CH2:29][CH2:30]1>>[CH3:1][O:2][c:3]1[cH:4][cH:5][c:6]([CH2:9][CH2:10][O:11][c:12]2[c:13]3[cH:14][c:15]([C:21](=[O:23])[NH:24][CH:25]4[CH2:26][CH2:27][C:28]([OH:31])([CH2:32][CH2:33][N:34]5[CH2:35][CH:36]([CH3:41])[CH:37]([OH:40])[CH2:38][CH2:39]5)[CH2:29][CH2:30]4)[nH:16][c:17]3[cH:18][cH:19][cH:20]2)[cH:7][n:8]1. The reactants are Brc1cn[nH]c1, CCOC(C)n1cc(-c2ncnc3c2ccn3COC(=O)C(C)(C)C)cn1, ClCCl, Cl, C1COCCO1. Product: CCOC(C)n1cc(Br)cn1. Reaction SMILES: [Br:1][c:2]1[cH:3][n:4][nH:5][cH:6]1.[C:8]([O:9][CH2:10][n:11]1[c:12]2[n:13][cH:14][n:15][c:16](-[c:17]3[cH:18][n:19][n:20]([CH:30]([CH3:31])[O:32][CH2:33][CH3:34])[cH:21]3)[c:22]2[cH:23][cH:24]1)(=[O:25])[C:26]([CH3:27])([CH3:28])[CH3:29].[Cl:35][CH2:36][Cl:37].[ClH:7].[O:38]1[CH2:39][CH2:40][O:41][CH2:42][CH2:43]1>>[Br:1][c:2]1[cH:3][n:4][n:5]([CH:30]([CH3:31])[O:32][CH2:33][CH3:34])[cH:6]1. Reactants: N1=CC=CC=C1 (Pyridine), C(C(=O)Cl)(=O)Cl (oxalylchloride), C(C(C)C)OC(O)=O.N1C(CC1)=O (azetidinone isobutyl carbonate). Solvent: C(C)#N (acetonitrile). Yields the product C(C(C)C)OC(O)=O.C1(C(N1)=O)=O (oxalimide isobutyl carbonate). RXN SMILES: [N:1]1C=CC=CC=1.[C:7](Cl)(=[O:11])[C:8](Cl)=[O:9].[CH2:13]([O:17][C:18](=[O:20])[OH:19])[CH:14]([CH3:16])[CH3:15].N1CCC1=O>C(#N)C>[CH2:13]([O:17][C:18](=[O:19])[OH:20])[CH:14]([CH3:16])[CH3:15].[C:7]1(=[O:11])[NH:1][C:8]1=[O:9] |f:2.3,5.6|. Procedure: Pyridine was added to a solution of pNB oxalylchloride in acetonitrile. After 20 minutes the TES azetidinone isobutyl carbonate was added. The reaction was given an aqueous work up, the organics were concentrated in vacuo to afford TES oxalimide isobutyl carbonate (15.2 g) as a white solid. Reactants: Cc1ccc(Sc2ccccc2Br)cc1, CC(C)(C)OC(=O)N1CCC(=O)CC1, C1CCOC1, [Li]CCCC, [Cl-], [NH4+]. The product is Cc1ccc(Sc2ccccc2C2(O)CCN(C(=O)OC(C)(C)C)CC2)cc1. Reaction SMILES: [Br:6][c:7]1[c:8]([S:13][c:14]2[cH:15][cH:16][c:17]([CH3:20])[cH:18][cH:19]2)[cH:9][cH:10][cH:11][cH:12]1.[C:21]([CH3:22])([CH3:23])([CH3:24])[O:25][C:26](=[O:27])[N:28]1[CH2:29][CH2:30][C:31](=[O:34])[CH2:32][CH2:33]1.[CH2:37]1[O:38][CH2:39][CH2:40][CH2:41]1.[CH3:1][CH2:2][CH2:3][CH2:4][Li:5].[Cl-:35].[NH4+:36]>>[c:7]1([C:31]2([OH:34])[CH2:30][CH2:29][N:28]([C:26]([O:25][C:21]([CH3:22])([CH3:23])[CH3:24])=[O:27])[CH2:33][CH2:32]2)[c:8]([S:13][c:14]2[cH:15][cH:16][c:17]([CH3:20])[cH:18][cH:19]2)[cH:9][cH:10][cH:11][cH:12]1.